Task: describe an organic reaction: reactants, conditions, products, and yield. Dataset: the Open Reaction Database (ORD), a public repository of structured organic reaction records The reactants are III, CCN(C(C)C)C(C)C (DIEA), NC1=C(C=CC=C1)N1CCN(CC1)C(=O)OC(C)(C)C (tert-butyl 4-(2-aminophenyl)piperazinecarboxylate), CS(=O)(=O)Cl (methanesulfonyl chloride). Run in N1=CC=CC=C1 (pyridine). The product is CS(=O)(=O)NC1=C(C=CC=C1)N1CCN(CC1)C(=O)OC(C)(C)C (Tert-Butyl 4-(2-[(Methylsulfonyl)Amino]Phenyl)-Piperazinecarboxylate). The yield is 72.1%. As a reaction SMILES: [NH2:1][C:2]1[CH:7]=[CH:6][CH:5]=[CH:4][C:3]=1[N:8]1[CH2:13][CH2:12][N:11]([C:14]([O:16][C:17]([CH3:20])([CH3:19])[CH3:18])=[O:15])[CH2:10][CH2:9]1.[CH3:21][S:22](Cl)(=[O:24])=[O:23].CCN(C(C)C)C(C)C>N1C=CC=CC=1>[CH3:21][S:22]([NH:1][C:2]1[CH:7]=[CH:6][CH:5]=[CH:4][C:3]=1[N:8]1[CH2:13][CH2:12][N:11]([C:14]([O:16][C:17]([CH3:20])([CH3:19])[CH3:18])=[O:15])[CH2:10][CH2:9]1)(=[O:24])=[O:23]. Reported procedure: tert-Butyl 4-{(2-[(methylsulfonyl)amino]phenyl}-piperazinecarboxylate was prepared following the procedure for Preparation III using, tert-butyl 4-(2-aminophenyl)piperazinecarboxylate (4.4 g, 16 mmol), methanesulfonyl chloride (1.4 mL, 18 mmol) and DIEA (instead of pyridine) (3.1 mL, 18 mmol). The crude material was purified by flash chromatography (SiO2, 4:1 hexane:EtOAc) and concentrated in vacuo to afford the desired compound (4.1 g). MS (ESI, pos. ion) m/z: 356 (M+H), (ESI, neg. ion) m/z: 35... The reactants are C1CCNC1, CO, Cl, CC(C)(C)OC(=O)N1CCC(=O)CC1, CC(=O)c1ncccc1O. Product: CC(C)(C)OC(=O)N1CCC2(CC1)CC(=O)c1ncccc1O2. RXN SMILES: [CH2:25]1[CH2:26][NH:27][CH2:28][CH2:29]1.[CH3:31][OH:32].[ClH:30].[O:11]=[C:12]1[CH2:13][CH2:14][N:15]([C:18](=[O:19])[O:20][C:21]([CH3:22])([CH3:23])[CH3:24])[CH2:16][CH2:17]1.[OH:1][c:2]1[c:3]([C:8]([CH3:9])=[O:10])[n:4][cH:5][cH:6][cH:7]1>>[O:1]1[c:2]2[c:3]([n:4][cH:5][cH:6][cH:7]2)[C:8](=[O:10])[CH2:9][C:12]12[CH2:13][CH2:14][N:15]([C:18](=[O:19])[O:20][C:21]([CH3:22])([CH3:23])[CH3:24])[CH2:16][CH2:17]2. Product: O=S(=O)(c1ccccc1)C1CCN(c2ccc(C(O)(C(F)(F)F)C(F)(F)F)cc2)CC1. The reactants are OC(c1ccc(Br)cc1)(C(F)(F)F)C(F)(F)F, CC(C)(C)[O-], COC(C)(C)C, Cc1ccccc1, [Na+], O=S(=O)(c1ccccc1)C1CCNCC1. Reaction SMILES: [Br:22][c:23]1[cH:24][cH:25][c:26]([C:29]([C:30]([F:31])([F:32])[F:33])([C:34]([F:35])([F:36])[F:37])[OH:38])[cH:27][cH:28]1.[CH3:16][C:17]([CH3:18])([O-:19])[CH3:20].[CH3:39][O:40][C:41]([CH3:42])([CH3:43])[CH3:44].[CH3:45][c:46]1[cH:47][cH:48][cH:49][cH:50][cH:51]1.[Na+:21].[c:1]1([S:7](=[O:8])(=[O:9])[CH:10]2[CH2:11][CH2:12][NH:13][CH2:14][CH2:15]2)[cH:2][cH:3][cH:4][cH:5][cH:6]1>>[c:1]1([S:7](=[O:8])(=[O:9])[CH:10]2[CH2:11][CH2:12][N:13]([c:23]3[cH:24][cH:25][c:26]([C:29]([C:30]([F:31])([F:32])[F:33])([C:34]([F:35])([F:36])[F:37])[OH:38])[cH:27][cH:28]3)[CH2:14][CH2:15]2)[cH:2][cH:3][cH:4][cH:5][cH:6]1. Starting materials: C(C1=CC=CC=C1)OC(=O)NC1CCN(CC1)C(=O)OC(C)(C)C (tert-Butyl 4-{[(benzyloxy)carbonyl]amino}piperidine-1-carboxylate), Cl (hydrochloric acid), [OH-].[Na+] (sodium hydroxide). The solvent is CO (methanol). Product: N1CCC(CC1)NC(OCC1=CC=CC=C1)=O (Benzyl N-(piperidin-4-yl)carbamate). The yield is 99.1%. RXN SMILES: [CH2:1]([O:8][C:9]([NH:11][CH:12]1[CH2:17][CH2:16][N:15](C(OC(C)(C)C)=O)[CH2:14][CH2:13]1)=[O:10])[C:2]1[CH:7]=[CH:6][CH:5]=[CH:4][CH:3]=1.Cl.[OH-].[Na+]>CO>[NH:15]1[CH2:14][CH2:13][CH:12]([NH:11][C:9](=[O:10])[O:8][CH2:1][C:2]2[CH:7]=[CH:6][CH:5]=[CH:4][CH:3]=2)[CH2:17][CH2:16]1 |f:2.3|. Reported procedure: A mixture of tert-butyl 4-{[(benzyloxy)carbonyl]amino}piperidine-1-carboxylate obtained in Example 1a (13.1 g, 39.2 mmol), a 5 N aqueous hydrochloric acid solution (40 ml, 200 mmol) and methanol (40 ml) was stirred at mom temperature for 23 hours. A 5 N aqueous sodium hydroxide solution (40 ml) was added to the reaction mixture under ice-cooling. Water and the solvent were distilled off from the reaction mixture while the mixture was azeotropically distilled with ethanol. Ethanol was added to th... Reactants: ClC1=C(C(=O)CC(=O)OCC)C(=C(C(=C1F)F)Cl)F (ethyl (2,5-dichloro-3,4,6-trifluorobenzoyl)-acetate), C(OCC)(OCC)OCC (triethyl orthoformate), C(C)(=O)OC(C)=O (acetic anhydride). Run at temperature 150 celsius. Product: ClC1=C(C(=O)C(C(=O)OCC)=COCC)C(=C(C(=C1F)F)Cl)F (Ethyl 2-(2,5-dichloro-3,4,6-trifluorobenzoyl)-3-ethoxyacrylate). Reaction SMILES: [Cl:1][C:2]1[C:15]([F:16])=[C:14]([F:17])[C:13]([Cl:18])=[C:12]([F:19])[C:3]=1[C:4]([CH2:6][C:7]([O:9][CH2:10][CH3:11])=[O:8])=[O:5].[CH:20](OCC)(OCC)[O:21][CH2:22][CH3:23].C(OC(=O)C)(=O)C>>[Cl:1][C:2]1[C:15]([F:16])=[C:14]([F:17])[C:13]([Cl:18])=[C:12]([F:19])[C:3]=1[C:4]([C:6](=[CH:20][O:21][CH2:22][CH3:23])[C:7]([O:9][CH2:10][CH3:11])=[O:8])=[O:5]. Procedure details: A mixture of 31.5 g (0.1 mol) of ethyl (2,5-dichloro-3,4,6-trifluorobenzoyl)-acetate, 22.2 g (0.15 mol) of triethyl orthoformate and 25.5 g (0.25 mol) of acetic anhydride is heated under reflux for 2 hours (heating bath temperature of 150° C.). Low-boiling constituents are distilled off first under a waterpump vacuum and then under a high vacuum up to a bottom temperature of 130° C. The residue is used further as crude product. Reactants: C(C)(C)(C)OC(=O)N1CC2C(C2C1)N(CC1=CC=CC=C1)CC1=CC=CC=C1 (6-dibenzylamino-3-azabicyclo[3.1.0]hexane-3-carboxylic acid tert-butyl ester), FC(C(=O)O)(F)F (trifluoroacetic acid). Run in ClCCl (dichloromethane). Conditions: time 3 hour. The product is C12CNCC2C1N(CC1=CC=CC=C1)CC1=CC=CC=C1 ((3-azabicyclo[3.1.0]hex-6-yl)dibenzylamine). Reaction SMILES: C(OC([N:8]1[CH2:13][CH:12]2[CH:10]([CH:11]2[N:14]([CH2:22][C:23]2[CH:28]=[CH:27][CH:26]=[CH:25][CH:24]=2)[CH2:15][C:16]2[CH:21]=[CH:20][CH:19]=[CH:18][CH:17]=2)[CH2:9]1)=O)(C)(C)C.FC(F)(F)C(O)=O>ClCCl>[CH:12]12[CH:11]([N:14]([CH2:15][C:16]3[CH:21]=[CH:20][CH:19]=[CH:18][CH:17]=3)[CH2:22][C:23]3[CH:28]=[CH:27][CH:26]=[CH:25][CH:24]=3)[CH:10]1[CH2:9][NH:8][CH2:13]2. Procedure: To a stirred solution of 6-dibenzylamino-3-azabicyclo[3.1.0]hexane-3-carboxylic acid tert-butyl ester (0.800 g, 2.10 mmol) in dichloromethane (20 mL) was added trifluoroacetic acid (2.5 mL). The resulting mixture was stirred at ambient temperature for 3 hours and then quenched with saturated aqueous solution of Na2CO3 (10 mL). The organic phase was separated, washed with water, saturated NaCl, dried over MgSO4 and then concentrated in vacuo. The obtained crude product, (3-azabicyclo[3.1.0]hex-6-...